The task is: describe an organic reaction: reactants, conditions, products, and yield. This data is from the Open Reaction Database (ORD), a public repository of structured organic reaction records. The reactants are CCOC(=O)C (EtOAc), pivalate esters, CC(C(=O)OC1=CC=C(C=C1)C=1OC2=C(C1)C=C(C=C2)OC(C(C)(C)C)=O)(C)C (2,2-Dimethyl-propionic acid 2-[4-(2,2-dimethyl-propionyloxy)-phenyl]-benzofuran-5-yl ester), C(C)(=O)Cl (acetyl chloride), [Al+3].[Cl-].[Cl-].[Cl-] (AlCl3). Run in CO.C1CCOC1 (MeOH THF), C(Cl)Cl (CH2Cl2). Run at time 8 hour. Product: OC=1C=CC2=C(C(=C(O2)C2=CC=C(C=C2)O)C(C)=O)C1 (1-[5-Hydroxy-2-(4-hydroxy-phenyl)-benzofuran-3-yl]-ethanone). RXN SMILES: CC(C)(C)C([O:5][C:6]1[CH:11]=[CH:10][C:9]([C:12]2[O:13][C:14]3[CH:20]=[CH:19][C:18]([O:21]C(=O)C(C)(C)C)=[CH:17][C:15]=3[CH:16]=2)=[CH:8][CH:7]=1)=O.[C:30](Cl)(=[O:32])[CH3:31].[Al+3].[Cl-].[Cl-].[Cl-].CCOC(C)=O>C(Cl)Cl.CO.C1COCC1>[OH:21][C:18]1[CH:19]=[CH:20][C:14]2[O:13][C:12]([C:9]3[CH:8]=[CH:7][C:6]([OH:5])=[CH:11][CH:10]=3)=[C:16]([C:30](=[O:32])[CH3:31])[C:15]=2[CH:17]=1 |f:2.3.4.5,8.9|. Procedure: A solution of the bis-pivaloylate 109 (1 g, 2.54 mmol) in CH2Cl2 was treated with acetyl chloride (0.22 g, 2.8 mmol) was treated with AlCl3 (0.36 g, 2.8 mmol) and stirred at rt overnight. The reaction was worked up by adding EtOAc, washing with 2 N HCl aq, saturated NaHCO3 aq and drying over MgSO4. After filtering and concentrating, the residue was chromatographed on silica gel (EtOAc/hexanes 1:4 to EtOAc/hexanes 1:1) to yield the product which was promptly dissolved in MeOH/THF/2 N NaOH aq and ... Reactants: N1(CCOCC1)C(=O)N[C@H](C(=O)O)CC1=CC=CC2=CC=CC=C12 ((2S)-2-[(morpholine-4-carbonyl)-amino]-3-naphthalen-1-yl-propionic acid), C1=CC=C(C=C1)C[C@@H](C(=O)O)N (L-diphenylalanine), OC[C@H](CCCCNC(=O)[C@H](CC1=CC2=CC=CC=C2C=C1)NC(=O)N1CCOCC1)N(S(=O)(=O)C1=CC=C(C=C1)OC)CC(C)C ((1S,5S)-Morpholine-4-carboxylic Acid (1-{6-Hydroxy-5-[isobutyl-(4-methoxy-benzenesulfonyl)-amino]-hexylcarbamoyl}-2-naphthalen-2-yl-ethyl)-amide), N1(CCOCC1)C(=O)N[C@H](C(=O)O)C(C1=CC=CC=C1)C1=CC=CC=C1 ((2S)-2-[(morpholine-4-carbonyl)-amino]-3,3-diphenyl-propionic acid). The product is N1(CCOCC1)C(=O)N[C@H](C(=O)O)C(C1=CC=CC=C1)C1=CC=CC=C1 ((2S)-2-[(morpholine-4-carbonyl)-amino]-3,3-diphenyl-propionic acid), NC1=CC=C(C=C1)S(=O)(=O)N([C@@H](CCCCNC(=O)[C@H](C(C1=CC=CC=C1)C1=CC=CC=C1)NC(=O)N1CCOCC1)CO)CC(C)C ((1S,5S)-Morpholine-4-carboxylic Acid (1-{5-[(4-Amino-benzenesulfonyl)-isobutyl-amino]-6-hydroxy-hexylcarbamoyl}-2,2-diphenyl-ethyl)-amide). Reaction SMILES: [OH:1][CH2:2][C@@H:3]([N:32]([CH2:44][CH:45]([CH3:47])[CH3:46])[S:33]([C:36]1[CH:41]=[CH:40][C:39](OC)=[CH:38][CH:37]=1)(=[O:35])=[O:34])[CH2:4][CH2:5][CH2:6][CH2:7][NH:8]C([C@@H](NC(N1CCOCC1)=O)CC1C=CC2C(=CC=CC=2)C=1)=O.[N:48]1([C:54]([NH:56][C@@H:57]([CH:61]([C:68]2[CH:73]=[CH:72][CH:71]=[CH:70][CH:69]=2)[C:62]2[CH:67]=[CH:66][CH:65]=[CH:64][CH:63]=2)[C:58]([OH:60])=[O:59])=[O:55])[CH2:53][CH2:52][O:51][CH2:50][CH2:49]1.C1C=CC(C[C@H]([NH2:85])C(O)=O)=CC=1.N1(C(N[C@@H](CC2C3C(=CC=CC=3)C=CC=2)C(O)=O)=O)CCOCC1>>[N:48]1([C:54]([NH:56][C@@H:57]([CH:61]([C:68]2[CH:73]=[CH:72][CH:71]=[CH:70][CH:69]=2)[C:62]2[CH:63]=[CH:64][CH:65]=[CH:66][CH:67]=2)[C:58]([OH:60])=[O:59])=[O:55])[CH2:53][CH2:52][O:51][CH2:50][CH2:49]1.[NH2:85][C:39]1[CH:40]=[CH:41][C:36]([S:33]([N:32]([CH2:44][CH:45]([CH3:47])[CH3:46])[C@H:3]([CH2:2][OH:1])[CH2:4][CH2:5][CH2:6][CH2:7][NH:8][C:58]([C@@H:57]([NH:56][C:54]([N:48]2[CH2:49][CH2:50][O:51][CH2:52][CH2:53]2)=[O:55])[CH:61]([C:68]2[CH:73]=[CH:72][CH:71]=[CH:70][CH:69]=2)[C:62]2[CH:67]=[CH:66][CH:65]=[CH:64][CH:63]=2)=[O:59])(=[O:35])=[O:34])=[CH:37][CH:38]=1. Reported procedure: The title compound was prepared from (1S)-4-amino-N-(5-amino-1-hydroxymethyl-pentyl)-N-isobutyl-benzenesulfonamide (XII) (example 28, step D) as described in general procedure B using (2S)-2-[(morpholine-4-carbonyl)-amino]-3,3-diphenyl-propionic acid. The (2S)-2-[(morpholine-4-carbonyl)-amino]-3,3-diphenyl-propionic acid derivative was prepared from L-diphenylalanine as described for the preparation of (2S)-2-[(morpholine-4-carbonyl)-amino]-3-naphthalen-1-yl-propionic acid (example 32, step A). ... Starting materials: C(=O)(OCC1=CC=CC=C1)N[C@@H](CCC(=O)O)C(N)=O (carbobenzyloxyisoglutamine), O.C1(=CC=C(C=C1)S(=O)(=O)O)C (p-toluenesulfonic acid monohydrate), CC(=O)O.[H][H].CC#N (HOAc H2 CH3CN). The solvent is C(C)O (ethanol). The product is C(C)OC(CC[C@H](NC(=O)OCC1=CC=CC=C1)C(N)=O)=O (N-Carbobenzyloxyisoglutamine Ethyl Ester). As a reaction SMILES: [C:1]([NH:11][C@H:12]([C:18](=[O:20])[NH2:19])[CH2:13][CH2:14][C:15]([OH:17])=[O:16])([O:3][CH2:4][C:5]1[CH:10]=[CH:9][CH:8]=[CH:7][CH:6]=1)=[O:2].O.[C:22]1(C)C=CC(S(O)(=O)=O)=C[CH:23]=1.CC(O)=O.[H][H].CC#N>C(O)C>[CH2:22]([O:16][C:15](=[O:17])[CH2:14][CH2:13][C@@H:12]([C:18](=[O:20])[NH2:19])[NH:11][C:1]([O:3][CH2:4][C:5]1[CH:10]=[CH:9][CH:8]=[CH:7][CH:6]=1)=[O:2])[CH3:23] |f:1.2,3.4.5|. Procedure details: A stirred suspension of carbobenzyloxyisoglutamine (28 g, 100 mmol) and p-toluenesulfonic acid monohydrate (1.9 g, 10 mmol) in 560 mL of absolute ethanol was gently refluxed for 12-14 hours or until TLC (1:5:94 HOAc/H2 /CH3CN) indicated that the reaction was complete. Starting materials: COC(CC=1C(N(C2=CC(=CC=C2C1)O)CC)=O)=O ((1-ethyl-7-hydroxy-2-oxo-1,2-dihydro-quinolin-3-yl)-acetic acid methyl ester), COC(C)=O (acetic acid methyl ester), C(C)(C)(C)OC(NCCCCBr)=O ((4-bromobutyl)carbamic acid tert-butyl ester). Yields the product COC(CC=1C(N(C2=CC(=CC=C2C1)OCCCCNC(=O)OC(C)(C)C)CC)=O)=O ([7-(4-tert-Butoxycarbonylaminobutoxy)-1-ethyl-2-oxo-1,2-dihydro-quinolin-3-yl]acetic acid methyl ester). Reaction SMILES: [CH3:1][O:2][C:3](=[O:19])[CH2:4][C:5]1[C:6](=[O:18])[N:7]([CH2:16][CH3:17])[C:8]2[C:13]([CH:14]=1)=[CH:12][CH:11]=[C:10]([OH:15])[CH:9]=2.COC(=O)C.[C:25]([O:29][C:30](=[O:37])[NH:31][CH2:32][CH2:33][CH2:34][CH2:35]Br)([CH3:28])([CH3:27])[CH3:26]>>[CH3:1][O:2][C:3](=[O:19])[CH2:4][C:5]1[C:6](=[O:18])[N:7]([CH2:16][CH3:17])[C:8]2[C:13]([CH:14]=1)=[CH:12][CH:11]=[C:10]([O:15][CH2:35][CH2:34][CH2:33][CH2:32][NH:31][C:30]([O:29][C:25]([CH3:26])([CH3:28])[CH3:27])=[O:37])[CH:9]=2. Reported procedure: The title compound is prepared using the procedure of Example 75 and (1-ethyl-7-hydroxy-2-oxo-1,2-dihydro-quinolin-3-yl)-acetic acid methyl ester in place of 7-hydroxy-2-oxo-1,2,3,4-tetrahydro-quinolin-3-yl)acetic acid methyl ester and (4-bromobutyl)carbamic acid tert-butyl ester in place of (2-bromoethyl)carbamic acid tert-butyl ester.